Dataset: the Open Reaction Database (ORD), a public repository of structured organic reaction records. Task: describe an organic reaction: reactants, conditions, products, and yield The reactants are C(C)(C)(C)OC(NC1=C(C=C(C=C1)C#CC1=CC=CC=C1)N)=O ((2-amino-4-phenylethynyl-phenyl)-carbamic acid tert.-butyl ester), IC=1C=C(C=CC1)C1=CC(OC(O1)(C)C)=O (6-(3-iodo-phenyl)-2,2-dimethyl-[1,3]dioxin-4-one). Product: C(C)(C)(C)OC(NC1=C(C=C(C=C1)C#CC1=CC=CC=C1)NC(CC(=O)C1=CC(=CC=C1)I)=O)=O ({2-[3-(3-Iodo-phenyl)-3-oxo-propionylamino]-4-phenylethynyl-phenyl}-carbamic acid tert.-butyl ester). Isolated yield 101.0%. As a reaction SMILES: [C:1]([O:5][C:6](=[O:23])[NH:7][C:8]1[CH:13]=[CH:12][C:11]([C:14]#[C:15][C:16]2[CH:21]=[CH:20][CH:19]=[CH:18][CH:17]=2)=[CH:10][C:9]=1[NH2:22])([CH3:4])([CH3:3])[CH3:2].[I:24][C:25]1[CH:26]=[C:27]([C:31]2[O:36]C(C)(C)[O:34][C:33](=O)[CH:32]=2)[CH:28]=[CH:29][CH:30]=1>>[C:1]([O:5][C:6](=[O:23])[NH:7][C:8]1[CH:13]=[CH:12][C:11]([C:14]#[C:15][C:16]2[CH:17]=[CH:18][CH:19]=[CH:20][CH:21]=2)=[CH:10][C:9]=1[NH:22][C:33](=[O:34])[CH2:32][C:31]([C:27]1[CH:28]=[CH:29][CH:30]=[C:25]([I:24])[CH:26]=1)=[O:36])([CH3:4])([CH3:2])[CH3:3]. Procedure: Prepared from (2-amino-4-phenylethynyl-phenyl)-carbamic acid tert.-butyl ester (Example G2) (1.0 g, 3.24 mmol) and 6-(3-iodo-phenyl)-2,2-dimethyl-[1,3]dioxin-4-one (Example J7) (1.78 g, 3.57 mmol) according to the general procedure K. Obtained as a light yellow solid (1.9 g). Starting materials: CC(=O)OCC(=O)C1(OC(C)=O)CCC2C3CCC4=CC(=O)CCC4(C)C3CCC21C, ClCCl, CC(=O)[O-], ClP(Cl)(Cl)(Cl)Cl, [Na+]. Yields the product C=C1CC2C(CCC3(C)C2CCC3(OC(C)=O)C(=O)COC(C)=O)C2(C)CCC(=O)C=C12. Reaction SMILES: [C:1]([CH3:2])(=[O:3])[O:4][C:5]1([C:6]([CH2:7][O:8][C:9]([CH3:10])=[O:11])=[O:12])[CH2:13][CH2:14][CH:15]2[CH:16]3[CH2:17][CH2:18][C:19]4=[CH:20][C:21](=[O:31])[CH2:22][CH2:23][C:24]4([CH3:25])[CH:26]3[CH2:27][CH2:28][C:29]12[CH3:30].[CH2:43]([Cl:44])[Cl:45].[CH3:33][C:34](=[O:35])[O-:36].[Cl:37][P:38]([Cl:39])([Cl:40])([Cl:41])[Cl:42].[Na+:32]>>[C:1]([CH3:2])(=[O:3])[O:4][C:5]1([C:6]([CH2:7][O:8][C:9]([CH3:10])=[O:11])=[O:12])[CH2:13][CH2:14][CH:15]2[CH:16]3[CH2:17][C:18](=[CH2:33])[C:19]4=[CH:20][C:21](=[O:31])[CH2:22][CH2:23][C:24]4([CH3:25])[CH:26]3[CH2:27][CH2:28][C:29]12[CH3:30]. The reactants are CCCCC[C@@H](/C=C/[C@H]1[C@@H](C[C@H]2[C@@H]1C/C(=C/CCCC(=O)O)/O2)O)O (epoprostenol), 6-keto, O=C[C@H](O)[C@@H](O)[C@H](O)[C@H](O)CO (Dextrose). Run at time 8 hour. The product is C([C@H]([C@H]([C@@H]([C@H](C=O)O)O)O)O)O.O (D5W). RXN SMILES: CCCCC[C@H](O)/C=C/[C@@H]1[C@H]2C/C(/O[C@H]2C[C@H]1O)=C/CCCC(O)=[O:21].[O:26]=[CH:27][C@@H:28]([C@H:30]([C@@H:32]([C@@H:34]([CH2:36][OH:37])[OH:35])[OH:33])[OH:31])[OH:29]>>[CH2:36]([OH:37])[C@@H:34]([OH:35])[C@@H:32]([OH:33])[C@H:30]([OH:31])[C@@H:28]([OH:29])[CH:27]=[O:26].[OH2:21] |f:2.3|. Reported procedure: The epoprostenol degraded in 5% Dextrose solution (D5W) more than in the saline. The 6-keto PGF levels were very low, yet no other peaks were observed. Here, approximately 84% of the drug degraded after 8 hours, but no other peaks were detected as a degradation product. Starting materials: CCO, CCOC(=O)CC(CSCCNC(=O)c1ccc(F)cc1)C(=O)c1cccnc1, [Li+], [OH-], O. Yields the product O=C(O)CC(CSCCNC(=O)c1ccc(F)cc1)C(=O)c1cccnc1. As a reaction SMILES: [CH2:33]([OH:34])[CH3:35].[F:1][c:2]1[cH:3][cH:4][c:5]([C:8](=[O:9])[NH:10][CH2:11][CH2:12][S:13][CH2:14][CH:15]([CH2:16][C:17](=[O:18])[O:19][CH2:20][CH3:21])[C:22]([c:23]2[cH:24][n:25][cH:26][cH:27][cH:28]2)=[O:29])[cH:6][cH:7]1.[Li+:30].[OH-:31].[OH2:32]>>[F:1][c:2]1[cH:3][cH:4][c:5]([C:8](=[O:9])[NH:10][CH2:11][CH2:12][S:13][CH2:14][CH:15]([CH2:16][C:17](=[O:18])[OH:19])[C:22]([c:23]2[cH:24][n:25][cH:26][cH:27][cH:28]2)=[O:29])[cH:6][cH:7]1. The reactants are N1=CC(=CC2=CC=CC=C12)CC#N (Quinolin-3-yl-acetonitrile), ClC=1C=C(C=C(C1Cl)Cl)[N+](=O)[O-] (3,4,5-trichloronitrobenzene), [H-].[Na+] (NaH). Product: ClC1=C(CC=2C=NC3=CC=CC=C3C2)C(=CC(=C1)[N+](=O)[O-])Cl (3-(2,6-Dichloro-4-nitro-benzyl)-quinoline). As a reaction SMILES: [N:1]1[C:10]2[C:5](=[CH:6][CH:7]=[CH:8][CH:9]=2)[CH:4]=[C:3]([CH2:11][C:12]#N)[CH:2]=1.[Cl:14][C:15]1[CH:16]=[C:17]([N+:23]([O-:25])=[O:24])[CH:18]=[C:19]([Cl:22])C=1Cl.[H-].[Na+]>>[Cl:14][C:15]1[CH:16]=[C:17]([N+:23]([O-:25])=[O:24])[CH:18]=[C:19]([Cl:22])[C:12]=1[CH2:11][C:3]1[CH:2]=[N:1][C:10]2[C:5]([CH:4]=1)=[CH:6][CH:7]=[CH:8][CH:9]=2 |f:2.3|. Reported procedure: 3-(2,6-Dichloro-4-nitro-benzyl)-quinoline was synthesized (71%) from quinolin-3-yl-acetonitrile (228, 1.41 g, 8.4 mmol), 3,4,5-trichloronitrobenzene (Acros, 1.90 g, 8.4 mmol) and NaH (Aldrich, 740 mg, 60%, 18.5 mmol) in a similar manner in two steps as described in Example 222.